This data is from the Open Reaction Database (ORD), a public repository of structured organic reaction records. The task is: describe an organic reaction: reactants, conditions, products, and yield The reactants are CN, CO, ClC(Cl)Cl, Cc1ccc2cccc(OCc3c(Cl)ccc(C=CCN4C(=O)c5ccccc5C4=O)c3Cl)c2n1. Yields the product Cc1ccc2cccc(OCc3c(Cl)ccc(C=CCN)c3Cl)c2n1. RXN SMILES: [CH3:36][NH2:37].[CH3:42][OH:43].[CH:38]([Cl:39])([Cl:40])[Cl:41].[Cl:1][c:2]1[c:3]([CH2:4][O:5][c:6]2[cH:7][cH:8][cH:9][c:10]3[cH:11][cH:12][c:13]([CH3:16])[n:14][c:15]23)[c:17]([Cl:35])[cH:18][cH:19][c:20]1[CH:21]=[CH:22][CH2:23][N:24]1[C:25](=[O:26])[c:27]2[cH:28][cH:29][cH:30][cH:31][c:32]2[C:33]1=[O:34]>>[Cl:1][c:2]1[c:3]([CH2:4][O:5][c:6]2[cH:7][cH:8][cH:9][c:10]3[cH:11][cH:12][c:13]([CH3:16])[n:14][c:15]23)[c:17]([Cl:35])[cH:18][cH:19][c:20]1[CH:21]=[CH:22][CH2:23][NH2:24]. Reactants: O=C(CBr)c1ccccc1, CCOCC, CC#N, [F-], [K+]. The product is O=C(CF)c1ccccc1. RXN SMILES: [Br:3][CH2:4][C:5](=[O:6])[c:7]1[cH:8][cH:9][cH:10][cH:11][cH:12]1.[CH3:13][CH2:14][O:15][CH2:16][CH3:17].[CH3:18][C:19]#[N:20].[F-:1].[K+:2]>>[F:1][CH2:4][C:5](=[O:6])[c:7]1[cH:8][cH:9][cH:10][cH:11][cH:12]1. The reactants are CO (Methanol), COC(=O)C(CCCC#N)CC=C (5-methoxycarbonyl-oct-7-enenitrile), [BH4-].[Na+] (sodium borohydride), COCCOC (1,2-dimethoxyethane). Solvent: O (Water). Conditions: time 8 hour. The product is OCC(CCCC#N)CC=C (6-hydroxy-5-(2-propenyl)-hexanenitrile). Reaction SMILES: CO.C[O:4][C:5]([CH:7]([CH2:13][CH:14]=[CH2:15])[CH2:8][CH2:9][CH2:10][C:11]#[N:12])=O.[BH4-].[Na+].COCCOC>O>[OH:4][CH2:5][CH:7]([CH2:13][CH:14]=[CH2:15])[CH2:8][CH2:9][CH2:10][C:11]#[N:12] |f:2.3|. Reported procedure: Methanol (4136 ml) is added dropwise over about 3 h to a mixture of 2054 g of 5-methoxycarbonyl-oct-7-enenitrile, 1286 g of sodium borohydride and 20.5 l of 1,2-dimethoxyethane heated at 75°. The reaction mixture is heated at 95° for 3.5 h, stirred at room temperature overnight, and cooled to 8° in an ice bath. Water (21.0 l) is added slowly, the mixture is again stirred for 1.5 h at room temperature, and then extracted with ethyl acetate (2×20 l). The combined extract is washed with brine, drie...